From a dataset of the Open Reaction Database (ORD), a public repository of structured organic reaction records. describe an organic reaction: reactants, conditions, products, and yield The reactants are COc1nc2cc(CC(OC(=O)N3CCC(N4CCc5ccccc5NC4=O)CC3)C(=O)O)cc(C)c2[nH]1, C1CN(C2CCOCC2)CCN1. The product is COc1nc2cc(CC(OC(=O)N3CCC(N4CCc5ccccc5NC4=O)CC3)C(=O)N3CCN(C4CCOCC4)CC3)cc(C)c2[nH]1. RXN SMILES: [O:1]=[C:2]1[NH:3][c:4]2[c:5]([cH:35][cH:36][cH:37][cH:38]2)[CH2:6][CH2:7][N:8]1[CH:9]1[CH2:10][CH2:11][N:12]([C:15](=[O:16])[O:17][CH:18]([CH2:19][c:20]2[cH:21][c:22]3[c:23]([nH:24][c:25]([O:27][CH3:28])[n:26]3)[c:29]([CH3:31])[cH:30]2)[C:32](=[O:33])[OH:34])[CH2:13][CH2:14]1.[O:39]1[CH2:40][CH2:41][CH:42]([N:45]2[CH2:46][CH2:47][NH:48][CH2:49][CH2:50]2)[CH2:43][CH2:44]1>>[O:1]=[C:2]1[NH:3][c:4]2[c:5]([cH:35][cH:36][cH:37][cH:38]2)[CH2:6][CH2:7][N:8]1[CH:9]1[CH2:10][CH2:11][N:12]([C:15](=[O:16])[O:17][CH:18]([CH2:19][c:20]2[cH:21][c:22]3[c:23]([nH:24][c:25]([O:27][CH3:28])[n:26]3)[c:29]([CH3:31])[cH:30]2)[C:32](=[O:34])[N:48]2[CH2:47][CH2:46][N:45]([CH:42]3[CH2:41][CH2:40][O:39][CH2:44][CH2:43]3)[CH2:50][CH2:49]2)[CH2:13][CH2:14]1. The reactants are C1=C(C=C2CCCN3C2=C1C1=C3CCCCC1)N (5,6,9,10,11,12-hexahydro-4H,8H-cyclohepta[4,5]pyrrolo[3,2,1-ij]quinolin-2-amine), C(CC)(=O)Cl (propionyl chloride), poly-(4-vinylpyridine). Run in ClC(C)Cl (dichloroethane). The product is C1=C(C=C2CCCN3C2=C1C1=C3CCCCC1)NC(CC)=O (N-5,6,9,10,11,12-hexahydro-4H,8H-cyclohepta[4,5]pyrrolo[3,2,1-ij]quinolin-2-ylpropanamide). The yield is 39.4%. Reaction SMILES: [CH:1]1[C:10]2[C:11]3[CH2:17][CH2:16][CH2:15][CH2:14][CH2:13][C:12]=3[N:8]3[C:9]=2[C:4]([CH2:5][CH2:6][CH2:7]3)=[CH:3][C:2]=1[NH2:18].[C:19](Cl)(=[O:22])[CH2:20][CH3:21]>ClC(Cl)C>[CH:1]1[C:10]2[C:11]3[CH2:17][CH2:16][CH2:15][CH2:14][CH2:13][C:12]=3[N:8]3[C:9]=2[C:4]([CH2:5][CH2:6][CH2:7]3)=[CH:3][C:2]=1[NH:18][C:19](=[O:22])[CH2:20][CH3:21]. Reported procedure: Following the procedure of Example 1, Step 4, 5,6,9,10,11,12-hexahydro-4H,8H-cyclohepta[4,5]pyrrolo[3,2,1-ij]quinolin-2-amine (0.10 g, 0.42 mmol), propionyl chloride (0.036 mL, 0.42 mmol) and poly-(4-vinylpyridine) (600 mg) in dichloroethane (15 mL) provided 49 mg of N-5,6,9,10,11,12-hexahydro-4H,8H-cyclohepta[4,5]pyrrolo[3,2,1-ij]quinolin-2-ylpropanamide (49 mg). MS (ES) m/z 297.2; HPLC purity 100% at 210-370 nm, 10.0 min.; 99.3% at 250 nm, 10.0 min. (Xterra RP18, 3.5 u, 150×4.6 mm column, 1.2 ...